describe an organic reaction: reactants, conditions, products, and yield From a dataset of the Open Reaction Database (ORD), a public repository of structured organic reaction records. The reactants are O(C1=CC=CC=C1)P(=O)(OC1=CC=CC=C1)OC=1N(CCOC1)C(=O)OC(C)(C)C (tert-butyl 5-((diphenoxyphosphoryl)oxy)-2H-1,4-oxazine-4(3H)-carboxylate), C1(=CC=CC=C1)B(O)O (phenylboronic acid). Yields the product C1(=CC=CC=C1)C=1N(CCOC1)C(=O)OC(C)(C)C (tert-butyl 5-phenyl-2H-1,4-oxazine-4(3H)-carboxylate). As a reaction SMILES: O(P(O[C:18]1[N:19]([C:24]([O:26][C:27]([CH3:30])([CH3:29])[CH3:28])=[O:25])[CH2:20][CH2:21][O:22][CH:23]=1)(OC1C=CC=CC=1)=O)C1C=CC=CC=1.[C:31]1(B(O)O)[CH:36]=[CH:35][CH:34]=[CH:33][CH:32]=1>>[C:31]1([C:18]2[N:19]([C:24]([O:26][C:27]([CH3:28])([CH3:29])[CH3:30])=[O:25])[CH2:20][CH2:21][O:22][CH:23]=2)[CH:36]=[CH:35][CH:34]=[CH:33][CH:32]=1. Isolated yield 56.0%. Procedure: This compound was prepared from tert-butyl 5-((diphenoxyphosphoryl)oxy)-2H-1,4-oxazine-4(3H)-carboxylate and phenylboronic acid using a procedure similar to that described in Example 2 (Steps 1-3a) above. The product was isolated as a white solid (56% yield); 1H-NMR (d6-DMSO) 1.04 (9H, s), 3.68 (2H, m), 4.09 (2H, m), 6.38 (1H, s), 7.18-7.20 (3H, m), 7.27-7.29 (2H, m); 13C-NMR (CDCl3) 27.7, 41.5, 66.8, 125.0, 126.3, 128.0, 132.2; MS ES(+) 206.0 (M+-tBu); HRMS m/z calcd for C15H19NO3+H+ 262.1443 [...